From a dataset of the Open Reaction Database (ORD), a public repository of structured organic reaction records. describe an organic reaction: reactants, conditions, products, and yield The reactants are O=C(Cl)C(=O)Cl, CC(CO)C1=CCCC2C(O[Si](C)(C)C(C)(C)C)CCCC12C, CS(C)=O, ClCCl. Product: CC(C=O)C1=CCCC2C(O[Si](C)(C)C(C)(C)C)CCCC12C. RXN SMILES: [C:31]([Cl:32])(=[O:33])[C:34]([Cl:35])=[O:36].[C:5]([CH3:6])([CH3:7])([CH3:8])[Si:9]([O:10][CH:11]1[CH:12]2[CH2:13][CH2:14][CH:15]=[C:16]([CH:22]([CH2:23][OH:24])[CH3:25])[C:17]2([CH3:21])[CH2:18][CH2:19][CH2:20]1)([CH3:26])[CH3:27].[CH3:1][S:2]([CH3:3])=[O:4].[Cl:28][CH2:29][Cl:30]>>[C:5]([CH3:6])([CH3:7])([CH3:8])[Si:9]([O:10][CH:11]1[CH:12]2[CH2:13][CH2:14][CH:15]=[C:16]([CH:22]([CH:23]=[O:24])[CH3:25])[C:17]2([CH3:21])[CH2:18][CH2:19][CH2:20]1)([CH3:26])[CH3:27].